From a dataset of the Open Reaction Database (ORD), a public repository of structured organic reaction records. describe an organic reaction: reactants, conditions, products, and yield Starting materials: COCCOCOCCN (O-(2-methoxyethoxymethyl) ethanolamine), FC1=C(C(=C(C(=C1O)F)F)F)F (pentafluorophenol), C(CCl)Cl (EDC), C(C1=CC=CC=C1)OC(=O)N[C@@H](C(C)(C)C)C(=O)O (N-Benzyloxycarbonyl-L-tert-leucine). Solvent: C(C)O (ethanol), CN(C)C=O (DMF). Conditions: temperature 0 celsius, time 1 hour. Yields the product COCCOCOCCNC([C@@H](NC(=O)OCC1=CC=CC=C1)C(C)(C)C)=O (N-Benzyloxycarbonyl-L-tert-leucine-N-2-(2-methoxy-ethoxymethoxy)ethylamide). RXN SMILES: [CH2:1]([O:8][C:9]([NH:11][C@H:12]([C:17]([OH:19])=O)[C:13]([CH3:16])([CH3:15])[CH3:14])=[O:10])[C:2]1[CH:7]=[CH:6][CH:5]=[CH:4][CH:3]=1.FC1C(O)=C(F)C(F)=C(F)C=1F.C(Cl)CCl.[CH3:36][O:37][CH2:38][CH2:39][O:40][CH2:41][O:42][CH2:43][CH2:44][NH2:45]>CN(C=O)C.C(O)C>[CH3:36][O:37][CH2:38][CH2:39][O:40][CH2:41][O:42][CH2:43][CH2:44][NH:45][C:17](=[O:19])[C@H:12]([C:13]([CH3:14])([CH3:15])[CH3:16])[NH:11][C:9]([O:8][CH2:1][C:2]1[CH:3]=[CH:4][CH:5]=[CH:6][CH:7]=1)=[O:10]. Procedure: N-Benzyloxycarbonyl-L-tert-leucine (2.01 g, 7.6 mmol) was dissolved in DMF (20 ml), cooled in an ice bath and stirred during the addition of pentafluorophenol (2.83 g, 15.4 mmol) and EDC (2.95 9, 15.4 mmol). The mixture was stirred at 0° C. for for 1 hour then at room temperature for a further 2 hours. The solution was cooled back to 0° C., a solution of O-(2-methoxyethoxymethyl) ethanolamine in ethanol, prepared in StepG, was added and the reaction was allowed to stirovernight at room temperatu...